This data is from the Open Reaction Database (ORD), a public repository of structured organic reaction records. The task is: describe an organic reaction: reactants, conditions, products, and yield Reactants: O=C([O-])[O-], CCOC(C)=O, CN(C)C=O, N#Cc1nc(Cl)cnc1Oc1ccc(O)cc1, CI, [K+], [K+], O. Yields the product COc1ccc(Oc2ncc(Cl)nc2C#N)cc1. Reaction SMILES: [C:20](=[O:21])([O-:22])[O-:23].[CH3:26][CH2:27][O:28][C:29](=[O:30])[CH3:31].[CH3:32][N:33]([CH3:34])[CH:35]=[O:36].[Cl:1][c:2]1[cH:3][n:4][c:5]([O:10][c:11]2[cH:12][cH:13][c:14]([OH:17])[cH:15][cH:16]2)[c:6]([C:8]#[N:9])[n:7]1.[I:18][CH3:19].[K+:24].[K+:25].[OH2:37]>>[Cl:1][c:2]1[cH:3][n:4][c:5]([O:10][c:11]2[cH:12][cH:13][c:14]([O:17][CH3:20])[cH:15][cH:16]2)[c:6]([C:8]#[N:9])[n:7]1. Starting materials: C(\C=C/C(=O)O)(=O)O (maleic acid), C1(=CC=C(C=C1)S(=O)(=O)OCC1COC2=C(O1)C=CC=C2)C (1,4-benzodioxan-2-ylmethyl toluene4-sulphonate), FC(C(=O)O)(F)F.NC1=NC=CC=C1C(=O)NCC1CCNCC1 (2-amino-N-(4-piperidylmethyl)pyridine-3-carboxamide trifluoroacetate), C([O-])([O-])=O.[K+].[K+] (potassium carbonate). Run in C(C)#N (acetonitrile). Yields the product NC1=NC=CC=C1C(=O)NCC1CCN(CC1)CC1COC2=C(O1)C=CC=C2 (2-amino-N-{[1-(1,4-benzodioxan-2-ylmethyl)-4-piperidyl]methyl}pyridine-3-carboxamide). As a reaction SMILES: C1(C)C=CC(S(O[CH2:11][CH:12]2[O:17][C:16]3[CH:18]=[CH:19][CH:20]=[CH:21][C:15]=3[O:14][CH2:13]2)(=O)=O)=CC=1.FC(F)(F)C(O)=O.[NH2:30][C:31]1[C:36]([C:37]([NH:39][CH2:40][CH:41]2[CH2:46][CH2:45][NH:44][CH2:43][CH2:42]2)=[O:38])=[CH:35][CH:34]=[CH:33][N:32]=1.C(=O)([O-])[O-].[K+].[K+].C(O)(=O)/C=C\C(O)=O>C(#N)C>[NH2:30][C:31]1[C:36]([C:37]([NH:39][CH2:40][CH:41]2[CH2:46][CH2:45][N:44]([CH2:11][CH:12]3[O:17][C:16]4[CH:18]=[CH:19][CH:20]=[CH:21][C:15]=4[O:14][CH2:13]3)[CH2:43][CH2:42]2)=[O:38])=[CH:35][CH:34]=[CH:33][N:32]=1 |f:1.2,3.4.5|. Procedure details: A stirred mixture of 1,4-benzodioxan-2-ylmethyl toluene4-sulphonate (0.82 g), 2-amino-N-(4-piperidylmethyl)pyridine-3-carboxamide trifluoroacetate (0.905 g; prepared in a similar manner to that described in Example 2) and potassium carbonate (1.4 g) in acetonitrile (50 ml) was heated under reflux for 6 hours. After cooling, the solvent was removed in vacuo, water (60 ml) was added to the residue, and the product was extracted with dichloromethane (2×30 ml). The extracts were dried over magnesium... Starting materials: BrC1=CC=C(C=C1)C(CC(=O)OCC)=O (ethyl 3-(4-bromophenyl)-3-oxopropanoate), C(C)(=O)O (acetic acid), N(=O)[O-].[Na+] (sodium nitrite). Procedure: To the solution of ethyl 3-(4-bromophenyl)-3-oxopropanoate in THF (prepared in step A above), add acetic acid (160 L) and water (73 L) at an internal temperature of 8° C. To this mixture, add a solution of sodium nitrite (6.35 kg, 92.00 mol, 1.25 eq) in water (30 L) at an internal temperature of 6 to 9° C. during 90 min and stir at this temperature for 90 min. At an internal temperature of 4 to 7° C., add water (147 L) over 30 min to the reaction mixture and stir the resulting suspension for 30 ... Solvent: C1CCOC1 (THF), O (water), O (water), O (water). As a reaction SMILES: [Br:1][C:2]1[CH:7]=[CH:6][C:5]([C:8](=[O:15])[CH2:9][C:10]([O:12][CH2:13][CH3:14])=[O:11])=[CH:4][CH:3]=1.C(O)(=O)C.[N:20]([O-])=[O:21].[Na+]>C1COCC1.O>[Br:1][C:2]1[CH:3]=[CH:4][C:5]([C:8](=[O:15])[CH:9]([NH:20][OH:21])[C:10]([O:12][CH2:13][CH3:14])=[O:11])=[CH:6][CH:7]=1 |f:2.3|. The product is BrC1=CC=C(C=C1)C(C(C(=O)OCC)NO)=O (ethyl 3-(4-bromophenyl)-2-(hydroxyamino)-3-oxopropanoate). Reaction conditions: time 90 minute. The reactants are [OH-].[K+] (potassium hydroxide), FC=1C=C(C=CC1F)C(C(C)O)=O (1-(3,4-difluorophenyl)-2-hydroxy-propan-1-one), C(C)(=O)O.C(C)(=O)O.IC1=CC=CC=C1 (iodobenzene diacetate). The solvent is CO (MeOH), CO (MeOH). Reaction conditions: temperature 0 celsius, time 10 minute. Product: COC(C(C)O)(C1=CC(=C(C=C1)F)F)OC (1-(3,4-difluorophenyl)-2-hydroxy-propan-1-one dimethyl acetal). As a reaction SMILES: [OH-].[K+].[F:3][C:4]1[CH:5]=[C:6]([C:11](=[O:15])[CH:12]([OH:14])[CH3:13])[CH:7]=[CH:8][C:9]=1[F:10].[C:16](O)(=[O:18])C.[C:20](O)(=O)C.IC1C=CC=CC=1>CO>[CH3:20][O:15][C:11]([O:18][CH3:16])([C:6]1[CH:7]=[CH:8][C:9]([F:10])=[C:4]([F:3])[CH:5]=1)[CH:12]([OH:14])[CH3:13] |f:0.1,3.4.5|. Procedure: In a round bottom flask containing 200 mL of MeOH was added pellets of potassium hydroxide (23.0 g, 410.0 mmol). The solution was cooled to 0° C. and 1-(3,4-difluorophenyl)-2-hydroxy-propan-1-one (7.0 g, 41.2 mmol) in 10 mL MeOH was added dropwise. The solution was stirred for 10 min and then iodobenzene diacetate (22.5 g, 70 mmol) was added in two portions. The solution first became orange and then turned yellow. It was stirred overnight at room temperature and then solvent was removed in vacuo... Starting materials: CN(C1CNCC1)C (3-(dimethylamino)pyrrolidine), BrC1=CC(=C(C=C1)OC)[N+](=O)[O-] (4-bromo-2-nitroanisole), COC1=CC=C(C2=C1N=C(S2)NC(=O)C=2SC(=CC2)C)N2CCOCC2 (5-methyl-thiophene-2-carboxylic acid (4-methoxy-7-morpholin-4-yl-benzothiazol-2-yl)-amide). Product: CN(C1CN(CC1)C1=CC=C(C=2N=C(SC21)NC(=O)C=2SC(=CC2)C)OC)C (5-Methyl-thiophene-2-carboxylic acid [7-(3-dimethylamino-pyrrolidin-1-yl)-4-methoxy-benzothiazol-2-yl]-amide). Reaction SMILES: [CH3:1][N:2]([CH3:8])[CH:3]1[CH2:7][CH2:6][NH:5][CH2:4]1.BrC1C=CC(OC)=C([N+]([O-])=O)C=1.[CH3:21][O:22][C:23]1[C:28]2[N:29]=[C:30]([NH:32][C:33]([C:35]3[S:36][C:37]([CH3:40])=[CH:38][CH:39]=3)=[O:34])[S:31][C:27]=2[C:26](N2CCOCC2)=[CH:25][CH:24]=1>>[CH3:1][N:2]([CH3:8])[CH:3]1[CH2:7][CH2:6][N:5]([C:26]2[C:27]3[S:31][C:30]([NH:32][C:33]([C:35]4[S:36][C:37]([CH3:40])=[CH:38][CH:39]=4)=[O:34])=[N:29][C:28]=3[C:23]([O:22][CH3:21])=[CH:24][CH:25]=2)[CH2:4]1. Reported procedure: The title compound is synthesized starting from 3-(dimethylamino)pyrrolidine and 4-bromo-2-nitroanisole as described for 5-methyl-thiophene-2-carboxylic acid (4-methoxy-7-morpholin-4-yl-benzothiazol-2-yl)-amide and was obtained as yellow solid in 10% overall yield, MS: m/e=417 (M+H+). Reactants: O1C2=C(C=CC1)C=CC1=CC=CC=C12 (2H-Naphtho[1,2-b]pyran), trans-4-isopropylamino-3,4-dihydro-2H-naphtho[1,2-b]pyran-3-ol D-(+)-hydrogen tartrate hydrate, O1C2C1C1=C(OC2)C2=CC=CC=C2C=C1 (3,4-epoxy-3,4-dihydro-2H-naphtho[1,2-b]pyran), epoxide, C(C)(C)N (isopropylamine). The solvent is C(C)O (ethanol). Product: C(C)(C)N[C@@H]1C2=C(OC[C@H]1O)C1=CC=CC=C1C=C2 (TRANS-4-ISOPROPYLAMINO-3,4-DIHYDRO-2H-NAPHTHO[1,2-b]PYRAN-3-OL). Reaction SMILES: O1CC=CC2C=CC3C(C1=2)=CC=CC=3.[O:15]1[CH:17]2[C:18]3[CH:29]=[CH:28][C:27]4[C:22](=[CH:23][CH:24]=[CH:25][CH:26]=4)[C:19]=3[O:20][CH2:21][CH:16]12.[CH:30]([NH2:33])([CH3:32])[CH3:31]>C(O)C>[CH:30]([NH:33][C@H:17]1[C@H:16]([OH:15])[CH2:21][O:20][C:19]2[C:22]3[C:27]([CH:28]=[CH:29][C:18]1=2)=[CH:26][CH:25]=[CH:24][CH:23]=3)([CH3:32])[CH3:31]. Procedure details: 2H-Naphtho[1,2-b]pyran (4.00 g., prepared via cyclisation of 1-naphthyl propargyl ether in diethylaniline at 210°) was converted, via the same route as that described in Example 3, to 3,4-epoxy-3,4-dihydro-2H-naphtho[1,2-b]pyran (1.44 g.) m.p. 96°-99°. This epoxide (1.40g.) was treated with isopropylamine (1.00g., an excess) in refluxing ethanol (100 ml.) for 24 hours. Work-up as described in Example 4 yielded trans-4-isopropylamino-3,4-dihydro-2H-naphtho[1,2-b]pyran-3-ol D-(+)-hydrogen tartrate... The reactants are C([O-])([O-])=O.[K+].[K+] (potassium carbonate), C1(CC1)NC(C(C)C1=CC=C(C=C1)C1CCNCC1)=O (N-cyclopropyl-2-(4-piperidin-4-yl-phenyl)-propionamide), C1(CC1)COC=1C=CC(=C(C#N)C1)F (5-cyclopropylmethoxy-2-fluoro-benzonitrile). Run in CC(=O)N(C)C (DMA). Conditions: temperature 150 celsius, time 6 hour. The product is C(#N)C1=C(C=CC(=C1)OCC1CC1)N1CCC(CC1)C1=CC=C(C=C1)C(C(=O)NC1CC1)C (2-{4-[1-(2-Cyano-4-cyclopropylmethoxy-phenyl)-piperidin-4-yl]-phenyl}-N-cyclopropyl-propionamide). As a reaction SMILES: C(=O)([O-])[O-].[K+].[K+].[CH:7]1([NH:10][C:11](=[O:26])[CH:12]([C:14]2[CH:19]=[CH:18][C:17]([CH:20]3[CH2:25][CH2:24][NH:23][CH2:22][CH2:21]3)=[CH:16][CH:15]=2)[CH3:13])[CH2:9][CH2:8]1.[CH:27]1([CH2:30][O:31][C:32]2[CH:33]=[CH:34][C:35](F)=[C:36]([CH:39]=2)[C:37]#[N:38])[CH2:29][CH2:28]1>CC(N(C)C)=O>[C:37]([C:36]1[CH:39]=[C:32]([O:31][CH2:30][CH:27]2[CH2:29][CH2:28]2)[CH:33]=[CH:34][C:35]=1[N:23]1[CH2:22][CH2:21][CH:20]([C:17]2[CH:18]=[CH:19][C:14]([CH:12]([CH3:13])[C:11]([NH:10][CH:7]3[CH2:8][CH2:9]3)=[O:26])=[CH:15][CH:16]=2)[CH2:25][CH2:24]1)#[N:38] |f:0.1.2|. Reported procedure: 101 mg (0.73 mmol) potassium carbonate are added to a mixture of 80 mg (0.29 mmol) N-cyclopropyl-2-(4-piperidin-4-yl-phenyl)-propionamide (XI.1) and 56 mg (0.29 mmol) 5-cyclopropylmethoxy-2-fluoro-benzonitrile (1.8) in 2 mL DMA. The mixture is stirred for 6 h at 150° C. under microwave irradiation. Subsequently the solvent is removed in vacuo and the residue is purified using reversed phase HPLC (water, 0.3% NH4OH/MeOH) to yield the desired product. Product: C(C)(C)(C)NS(=O)(=O)C1=CC=C2C(=C(NC2=C1)C1=C(C=C(C=C1)C)N)C1CCCCC1 (N-tert-butyl-2-(2-amino-4-methylphenyl)-3-cyclohexyl-1H-indole-6-sulfonamide). Procedure details: To a suspension of N-tert-butyl-2-bromo-3-cyclohexyl-1H-indole-6-sulfonamide (2.10 g, 5.08 mmol) and 2-(4,4,5,5-tetramethyl-1,3,2-dioxaborolan-2-yl)-5-methylphenylamine (1.86 g, 8.00 mmol) in 1,2-dimethoxyethane (20 ml) and water (10 ml) were added sodium hydrogen carbonate (1.60 g, 19.2 mmol) and tetrakis(triphenylphosphine)palladium (176 mg, 0.15 mmol), and the mixture was heated under reflux for 14 hr. The reaction mixture was allowed to cool to room temperature, water was added to the reacti... Run in COCCOC (1,2-dimethoxyethane), O (water), O (water). RXN SMILES: [C:1]([NH:5][S:6]([C:9]1[CH:17]=[C:16]2[C:12]([C:13]([CH:19]3[CH2:24][CH2:23][CH2:22][CH2:21][CH2:20]3)=[C:14](Br)[NH:15]2)=[CH:11][CH:10]=1)(=[O:8])=[O:7])([CH3:4])([CH3:3])[CH3:2].CC1(C)C(C)(C)OB([C:33]2[CH:38]=[CH:37][C:36]([CH3:39])=[CH:35][C:34]=2[NH2:40])O1.C(=O)([O-])O.[Na+]>COCCOC.O.C1C=CC([P]([Pd]([P](C2C=CC=CC=2)(C2C=CC=CC=2)C2C=CC=CC=2)([P](C2C=CC=CC=2)(C2C=CC=CC=2)C2C=CC=CC=2)[P](C2C=CC=CC=2)(C2C=CC=CC=2)C2C=CC=CC=2)(C2C=CC=CC=2)C2C=CC=CC=2)=CC=1>[C:1]([NH:5][S:6]([C:9]1[CH:17]=[C:16]2[C:12]([C:13]([CH:19]3[CH2:24][CH2:23][CH2:22][CH2:21][CH2:20]3)=[C:14]([C:33]3[CH:38]=[CH:37][C:36]([CH3:39])=[CH:35][C:34]=3[NH2:40])[NH:15]2)=[CH:11][CH:10]=1)(=[O:8])=[O:7])([CH3:4])([CH3:3])[CH3:2] |f:2.3,^1:57,59,78,97|. Reagents/catalysts: C=1C=CC(=CC1)[P](C=2C=CC=CC2)(C=3C=CC=CC3)[Pd]([P](C=4C=CC=CC4)(C=5C=CC=CC5)C=6C=CC=CC6)([P](C=7C=CC=CC7)(C=8C=CC=CC8)C=9C=CC=CC9)[P](C=1C=CC=CC1)(C=1C=CC=CC1)C=1C=CC=CC1 (tetrakis(triphenylphosphine)palladium). The yield is 95.8%. Reactants: C(C)(C)(C)NS(=O)(=O)C1=CC=C2C(=C(NC2=C1)Br)C1CCCCC1 (N-tert-butyl-2-bromo-3-cyclohexyl-1H-indole-6-sulfonamide), CC1(OB(OC1(C)C)C1=C(C=C(C=C1)C)N)C (2-(4,4,5,5-tetramethyl-1,3,2-dioxaborolan-2-yl)-5-methylphenylamine), C(O)([O-])=O.[Na+] (sodium hydrogen carbonate). Reactants: NC1=NC=2C=C(C=CC2C2=C1N=C(N2CC(C)(C)O)COCC)OCCNC(OC(C)(C)C)=O (tert-Butyl 2-{[4-amino-2-(ethoxymethyl)-1-(2-hydroxy-2-methylpropyl)-1H-imidazo[4,5-c]quinolin-7-yl]oxy}ethylcarbamate), Cl (hydrogen chloride). Conditions: temperature 65 celsius. Product: Cl.Cl.NC1=NC=2C=C(C=CC2C2=C1N=C(N2CC(C)(O)C)COCC)OCCN (1-[4-amino-7-(2-aminoethoxy)-2-(ethoxymethyl)-1H-imidazo[4,5-c]quinolin-1-yl]-2-methylpropan-2-ol dihydrochloride). RXN SMILES: [NH2:1][C:2]1[C:11]2[N:12]=[C:13]([CH2:20][O:21][CH2:22][CH3:23])[N:14]([CH2:15][C:16]([OH:19])([CH3:18])[CH3:17])[C:10]=2[C:9]2[CH:8]=[CH:7][C:6]([O:24][CH2:25][CH2:26][NH:27]C(=O)OC(C)(C)C)=[CH:5][C:4]=2[N:3]=1.[ClH:35]>>[ClH:35].[ClH:35].[NH2:1][C:2]1[C:11]2[N:12]=[C:13]([CH2:20][O:21][CH2:22][CH3:23])[N:14]([CH2:15][C:16]([CH3:18])([OH:19])[CH3:17])[C:10]=2[C:9]2[CH:8]=[CH:7][C:6]([O:24][CH2:25][CH2:26][NH2:27])=[CH:5][C:4]=2[N:3]=1 |f:2.3.4|. Reported procedure: tert-Butyl 2-{[4-amino-2-(ethoxymethyl)-1-(2-hydroxy-2-methylpropyl)-1H-imidazo[4,5-c]quinolin-7-yl]oxy}ethylcarbamate (1.95 g, 4.12 mmol; prepared in Example 562) was slurried in 4.0 M ethanolic hydrogen chloride (15 mL). The reaction was heated at 65° C. for 1.75 hours during which time the starting material dissolved and a precipitate subsequently formed. The reaction mixture was cooled to ambient temperature and the solid was filtered, washed with ethanol, and dried to provide 1.49 g of 1-[4...